Dataset: the Open Reaction Database (ORD), a public repository of structured organic reaction records. Task: describe an organic reaction: reactants, conditions, products, and yield Reactants: O=C([O-])O, CC[SiH](CC)CC, [Na+], O, Cc1oc(-c2ccccc2)nc1CCC(O)c1ccc(CCCC2OC(=O)NC2=O)cc1, O=C(O)C(F)(F)F. The product is Cc1oc(-c2ccccc2)nc1CCCc1ccc(CCCC2OC(=O)NC2=O)cc1. As a reaction SMILES: [C:47](=[O:48])([O-:49])[OH:50].[CH2:33]([SiH:34]([CH2:35][CH3:36])[CH2:37][CH3:38])[CH3:39].[Na+:51].[OH2:52].[OH:1][CH:2]([CH2:3][CH2:4][c:5]1[n:6][c:7](-[c:11]2[cH:12][cH:13][cH:14][cH:15][cH:16]2)[o:8][c:9]1[CH3:10])[c:17]1[cH:18][cH:19][c:20]([CH2:23][CH2:24][CH2:25][CH:26]2[C:27](=[O:32])[NH:28][C:29](=[O:31])[O:30]2)[cH:21][cH:22]1.[OH:40][C:41]([C:42]([F:43])([F:44])[F:45])=[O:46]>>[CH2:2]([CH2:3][CH2:4][c:5]1[n:6][c:7](-[c:11]2[cH:12][cH:13][cH:14][cH:15][cH:16]2)[o:8][c:9]1[CH3:10])[c:17]1[cH:18][cH:19][c:20]([CH2:23][CH2:24][CH2:25][CH:26]2[C:27](=[O:32])[NH:28][C:29](=[O:31])[O:30]2)[cH:21][cH:22]1. The reactants are N1=C(C=CC2=CC=CC=C12)COC1=CC=C(C=C1)CCN1CCC(CC1)=C1C=2N(CCC3=C1C=CC=C3)C(=CN2)C=O (6,11-dihydro-11-[1-[2-[4-(2-quinolinylmethoxy)phenyl]ethyl]4-piperidinylidene]-5H-imidazo[2,1-b][3]benzazepine-3-carboxaldehyde), CSCS(=O)C (methyl methylthiomethyl sulfoxide), C1CCOC1 (THF). Solvent: [OH-].C(C1=CC=CC=C1)[N+](C)(C)C (benzyltrimethyl ammonium hydroxide). Yields the product N1=C(C=CC2=CC=CC=C12)COC1=CC=C(C=C1)CCN1CCC(CC1)=C1C=2N(CCC3=C1C=CC=C3)C(=CN2)CC(=O)OC (methyl 6,11-dihydro-11-[1-[2-[4-(2-quinolinylmethoxy)phenyl]ethyl]-4-piperidinylidene]-5H-imidazo[2,1-b][3]benzazepine-3-acetate). The yield is 30.0%. RXN SMILES: [N:1]1[C:10]2[C:5](=[CH:6][CH:7]=[CH:8][CH:9]=2)[CH:4]=[CH:3][C:2]=1[CH2:11][O:12][C:13]1[CH:18]=[CH:17][C:16]([CH2:19][CH2:20][N:21]2[CH2:26][CH2:25][C:24](=[C:27]3[C:33]4[CH:34]=[CH:35][CH:36]=[CH:37][C:32]=4[CH2:31][CH2:30][N:29]4[C:38]([CH:41]=O)=[CH:39][N:40]=[C:28]34)[CH2:23][CH2:22]2)=[CH:15][CH:14]=1.CSCS(C)=[O:47].C1[CH2:53][O:52][CH2:51]C1>[OH-].C([N+](C)(C)C)C1C=CC=CC=1>[N:1]1[C:10]2[C:5](=[CH:6][CH:7]=[CH:8][CH:9]=2)[CH:4]=[CH:3][C:2]=1[CH2:11][O:12][C:13]1[CH:14]=[CH:15][C:16]([CH2:19][CH2:20][N:21]2[CH2:26][CH2:25][C:24](=[C:27]3[C:33]4[CH:34]=[CH:35][CH:36]=[CH:37][C:32]=4[CH2:31][CH2:30][N:29]4[C:38]([CH2:41][C:51]([O:52][CH3:53])=[O:47])=[CH:39][N:40]=[C:28]34)[CH2:23][CH2:22]2)=[CH:17][CH:18]=1 |f:3.4|. Procedure details: A mixture of compound 4 (8.32 g) and methyl methylthiomethyl sulfoxide (MMTS) (4.5 g) in THF (100 ml) and benzyltrimethyl ammonium hydroxide (40% in methanol; 20 ml) was stirred and refluxed overnight. The solvent was evaporated. The residue was taken up in water and extracted with DCM. The organic layer was separated, dried (MgSO4), filtered and the solvent was evaporated. Toluene was added twice and evaporated again. The residue was taken up in methanol (50 ml). HCl gas was bubbled through the... Yields the product C=CCc1c(Cl)ncnc1Nc1cc(F)c(C#N)cc1F. As a reaction SMILES: [CH2:32]1[O:33][CH2:34][CH2:35][CH2:36]1.[CH3:3][c:4]1[cH:5][cH:6][cH:7][cH:8][cH:9]1.[Cl:21][c:22]1[n:23][cH:24][n:25][c:26]([Cl:31])[c:27]1[CH2:28][CH:29]=[CH2:30].[H-:2].[NH2:10][c:11]1[cH:12][c:13]([F:20])[c:14]([C:15]#[N:16])[cH:17][c:18]1[F:19].[Na+:1].[OH2:37]>>[NH:10]([c:11]1[cH:12][c:13]([F:20])[c:14]([C:15]#[N:16])[cH:17][c:18]1[F:19])[c:26]1[n:25][cH:24][n:23][c:22]([Cl:21])[c:27]1[CH2:28][CH:29]=[CH2:30]. Starting materials: C1CCOC1, Cc1ccccc1, C=CCc1c(Cl)ncnc1Cl, [H-], N#Cc1cc(F)c(N)cc1F, [Na+], O.